Task: describe an organic reaction: reactants, conditions, products, and yield. Dataset: the Open Reaction Database (ORD), a public repository of structured organic reaction records Starting materials: CC1C=NC(C)(C)CC=CCCC=CC1, NO, O, O=S(=O)(O)O, O=S(=O)(O)O. Yields the product CC(C=NO)CC=CCCC=CCC(C)(C)N. As a reaction SMILES: [CH3:1][CH:2]1[CH:3]=[N:4][C:5]([CH3:14])([CH3:15])[CH2:6][CH:7]=[CH:8][CH2:9][CH2:10][CH:11]=[CH:12][CH2:13]1.[NH2:21][OH:22].[OH2:28].[S:16]([OH:17])([OH:18])(=[O:19])=[O:20].[S:23](=[O:24])(=[O:25])([OH:26])[OH:27]>>[CH3:1][CH:2]([CH:3]=[N:21][OH:22])[CH2:13][CH:12]=[CH:11][CH2:10][CH2:9][CH:8]=[CH:7][CH2:6][C:5]([NH2:4])([CH3:14])[CH3:15]. Starting materials: CC1=CC(=O)OC(=C1C(=O)OC)C (methyl isodehydroacetate), Cl.NN (hydrazine monohydrochloride). The solvent is C(C)O (ethanol). Run at temperature 160 celsius. The product is COC(=O)C1=C(N(C(C=C1C)=O)N)C (1-Amino-2,4-dimethyl-6-oxo-1,6-dihydro-pyridine-3-carboxylic acid methyl ester). Reaction SMILES: [CH3:1][C:2]1[C:8]([C:9]([O:11][CH3:12])=[O:10])=[C:7]([CH3:13])O[C:4](=[O:5])[CH:3]=1.Cl.[NH2:15][NH2:16]>C(O)C>[CH3:12][O:11][C:9]([C:8]1[C:2]([CH3:1])=[CH:3][C:4](=[O:5])[N:15]([NH2:16])[C:7]=1[CH3:13])=[O:10] |f:1.2|. Procedure: A mixture of methyl isodehydroacetate (24.0 g, 132 mmol) and hydrazine monohydrochloride (9.6 g, 140 mmol) in ethanol (30 mL) was heated under microwave irradiation at 160° C. for 2 hours. It was filtered and the obtained solution was evaporated. The oil was partitioned between sat. aq. Na2CO3 and ethyl acetate (3×250 mL). The combined organic solution was washed with brine, dried (Na2SO4) and evaporated. The title product was purified by flash chromatography (yield 2.8 g, 10%). LC-MS (m/z) 197.... The reactants are O=C(NC(=S)Nc1cc(OCc2ccccc2)c(Br)cn1)c1ccccc1, C1CCOC1, [Na+], [OH-]. The product is NC(=S)Nc1cc(OCc2ccccc2)c(Br)cn1. RXN SMILES: [C:1](=[O:2])([c:3]1[cH:4][cH:5][cH:6][cH:7][cH:8]1)[NH:9][C:10](=[S:11])[NH:12][c:13]1[n:14][cH:15][c:16]([Br:27])[c:17]([O:19][CH2:20][c:21]2[cH:22][cH:23][cH:24][cH:25][cH:26]2)[cH:18]1.[CH2:30]1[O:31][CH2:32][CH2:33][CH2:34]1.[Na+:29].[OH-:28]>>[NH2:9][C:10](=[S:11])[NH:12][c:13]1[n:14][cH:15][c:16]([Br:27])[c:17]([O:19][CH2:20][c:21]2[cH:22][cH:23][cH:24][cH:25][cH:26]2)[cH:18]1.